This data is from the Open Reaction Database (ORD), a public repository of structured organic reaction records. The task is: describe an organic reaction: reactants, conditions, products, and yield The reactants are CC(C)c1ccc(C2c3cc(NCc4ccccc4)ccc3OC2(C)C)cc1, CCCCCC. Product: CC(C)c1ccc(C2c3cc(N)ccc3OC2(C)C)cc1. Reaction SMILES: [CH2:1]([c:2]1[cH:3][cH:4][cH:5][cH:6][cH:7]1)[NH:8][c:9]1[cH:10][cH:11][c:12]2[c:13]([cH:28]1)[CH:14]([c:19]1[cH:20][cH:21][c:22]([CH:25]([CH3:26])[CH3:27])[cH:23][cH:24]1)[C:15]([CH3:17])([CH3:18])[O:16]2.[CH3:29][CH2:30][CH2:31][CH2:32][CH2:33][CH3:34]>>[NH2:8][c:9]1[cH:10][cH:11][c:12]2[c:13]([cH:28]1)[CH:14]([c:19]1[cH:20][cH:21][c:22]([CH:25]([CH3:26])[CH3:27])[cH:23][cH:24]1)[C:15]([CH3:17])([CH3:18])[O:16]2. Starting materials: COc1nc(OC)nc([N+]2(C)CCOCC2)n1, [Cl-], N#Cc1cnc(C(=O)O)c(Cl)c1, COc1ccc(C(NC2=NC(C)(c3cc(N)ccc3F)COC2)(c2ccccc2)c2ccc(OC)cc2)cc1, O. Product: COc1ccc(C(NC2=NC(C)(c3cc(NC(=O)c4ncc(C#N)cc4Cl)ccc3F)COC2)(c2ccccc2)c2ccc(OC)cc2)cc1. Reaction SMILES: [CH3:54][O:55][c:56]1[n:57][c:58]([O:59][CH3:60])[n:61][c:62]([N+:63]2([CH3:64])[CH2:65][CH2:66][O:67][CH2:68][CH2:69]2)[n:70]1.[Cl-:53].[Cl:1][c:2]1[c:3]([C:10](=[O:11])[OH:12])[n:4][cH:5][c:6]([C:8]#[N:9])[cH:7]1.[NH2:13][c:14]1[cH:15][cH:16][c:17]([F:51])[c:18]([C:20]2([CH3:50])[N:21]=[C:22]([NH:26][C:27]([c:28]3[cH:29][cH:30][cH:31][cH:32][cH:33]3)([c:34]3[cH:35][cH:36][c:37]([O:40][CH3:41])[cH:38][cH:39]3)[c:42]3[cH:43][cH:44][c:45]([O:48][CH3:49])[cH:46][cH:47]3)[CH2:23][O:24][CH2:25]2)[cH:19]1.[OH2:52]>>[Cl:1][c:2]1[c:3]([C:10](=[O:12])[NH:13][c:14]2[cH:15][cH:16][c:17]([F:51])[c:18]([C:20]3([CH3:50])[N:21]=[C:22]([NH:26][C:27]([c:28]4[cH:29][cH:30][cH:31][cH:32][cH:33]4)([c:34]4[cH:35][cH:36][c:37]([O:40][CH3:41])[cH:38][cH:39]4)[c:42]4[cH:43][cH:44][c:45]([O:48][CH3:49])[cH:46][cH:47]4)[CH2:23][O:24][CH2:25]3)[cH:19]2)[n:4][cH:5][c:6]([C:8]#[N:9])[cH:7]1. Starting materials: CC(Oc1ccc(C#N)cn1)C1CN(Cc2ccccc2)CC1c1ccc(C#N)cc1, Cc1ccccc1, CCN(C(C)C)C(C)C, CC(Cl)OC(=O)Cl. Product: CC(Oc1ccc(C#N)cn1)C1CNCC1c1ccc(C#N)cc1. Reaction SMILES: [CH2:1]([c:2]1[cH:3][cH:4][cH:5][cH:6][cH:7]1)[N:8]1[CH2:9][CH:10]([CH:21]([CH3:22])[O:23][c:24]2[n:25][cH:26][c:27]([C:28]#[N:29])[cH:30][cH:31]2)[CH:11]([c:13]2[cH:14][cH:15][c:16]([C:19]#[N:20])[cH:17][cH:18]2)[CH2:12]1.[CH3:48][c:49]1[cH:50][cH:51][cH:52][cH:53][cH:54]1.[CH:39]([N:40]([CH2:41][CH3:42])[CH:43]([CH3:44])[CH3:45])([CH3:46])[CH3:47].[Cl:32][C:33]([O:34][CH:35]([Cl:36])[CH3:37])=[O:38]>>[NH:8]1[CH2:9][CH:10]([CH:21]([CH3:22])[O:23][c:24]2[n:25][cH:26][c:27]([C:28]#[N:29])[cH:30][cH:31]2)[CH:11]([c:13]2[cH:14][cH:15][c:16]([C:19]#[N:20])[cH:17][cH:18]2)[CH2:12]1. Reagents/catalysts: CC(C)([P](C(C)(C)C)([Pd][P](C(C)(C)C)(C(C)(C)C)C(C)(C)C)C(C)(C)C)C (Pd(PtBu3)2), [Cl-].[Cl-].[Zn+2] (ZnCl2). Solvent: C1CCOC1 (THF), hexanes, C1CCOC1 (THF). Reaction conditions: temperature -70 celsius, time 1 hour. The reactants are BrC=1C=C(C=CC1)C(=NC1=C(C=CC=C1C(C)C)C(C)C)C1=CC=CC=C1 (N-[(3-Bromophenyl)(phenyl)methylene]-2,6-diisopropylaniline), [Li]CCCC (nBuLi), BrC1=NC=CC=C1 (2-bromopyridine), O (water), product. Reported procedure: To a solution of 1.26 g (3.00 mmol) of 17 in 10 mL of THF, 1.20 mL (3.00 mmol) of 2.5 M nBuLi in hexanes was added at −100° C. This reaction mixture was stirred for 1 hr at −70° C., then cooled to −100° C., and 3.20 mL (3.20 mmol) of 1.0 M ZnCl2 in THF was added. The resulting mixture was slowly warmed to room temperature, stirred for 12 hr at this temperature, and then 0.474 g (3.00 mmol) of 2-bromopyridine and 30 mg (0.06 mmol) of Pd(PtBu3)2 were added. The resulting mixture was refluxed for 3... As a reaction SMILES: Br[C:2]1[CH:3]=[C:4]([C:8]([C:22]2[CH:27]=[CH:26][CH:25]=[CH:24][CH:23]=2)=[N:9][C:10]2[C:15]([CH:16]([CH3:18])[CH3:17])=[CH:14][CH:13]=[CH:12][C:11]=2[CH:19]([CH3:21])[CH3:20])[CH:5]=[CH:6][CH:7]=1.[Li]CCCC.Br[C:34]1[CH:39]=[CH:38][CH:37]=[CH:36][N:35]=1.O>C1COCC1.[Cl-].[Cl-].[Zn+2].CC(C)([P](C(C)(C)C)([Pd][P](C(C)(C)C)(C(C)(C)C)C(C)(C)C)C(C)(C)C)C>[CH:16]([C:15]1[CH:14]=[CH:13][CH:12]=[C:11]([CH:19]([CH3:20])[CH3:21])[C:10]=1[N:9]=[C:8]([C:22]1[CH:27]=[CH:26][CH:25]=[CH:24][CH:23]=1)[C:4]1[CH:5]=[CH:6][CH:7]=[C:2]([C:34]2[CH:39]=[CH:38][CH:37]=[CH:36][N:35]=2)[CH:3]=1)([CH3:17])[CH3:18] |f:5.6.7,^1:51,57|. Yields the product C(C)(C)C1=C(C(=CC=C1)C(C)C)N=C(C1=CC(=CC=C1)C1=NC=CC=C1)C1=CC=CC=C1 ((2,6-Diisopropylphenyl)[phenyl(3-pyridin-2-ylphenyl)methylene]amine). As a reaction SMILES: [H-].[Na+].Br[CH:4]([CH3:6])[CH3:5].[CH3:7][O:8][C:9]1[CH:17]=[CH:16][C:15]([Cl:18])=[CH:14][C:10]=1[CH2:11][C:12]#[N:13].Cl>CN(C)C=O.O>[CH3:7][O:8][C:9]1[CH:17]=[CH:16][C:15]([Cl:18])=[CH:14][C:10]=1[CH:11]([C:12]#[N:13])[CH:4]([CH3:6])[CH3:5] |f:0.1|. Solvent: CN(C=O)C (dimethylformamide), O (water), CN(C=O)C (dimethylformamide). Reaction conditions: time 30 minute. Reactants: BrC(C)C (2-bromopropane), COC1=C(CC#N)C=C(C=C1)Cl (2-methoxy-5-chlorobenzyl cyanide), ice water, [H-].[Na+] (sodium hydride), Cl (Hydrochloric acid). Procedure details: To a stirred suspension of sodium hydride (2.4 g) in dimethylformamide (100 ml) was added a solution of 2-bromopropane and 2-methoxy-5-chlorobenzyl cyanide (18.2 g) in dry dimethylformamide (50 ml), keeping the temperature at 20°-30° C. The mixture was then stirred for 30 minutes, water was added cautiously, and the mixture was then poured into ice-water. Hydrochloric acid was then added and the mixture was extracted with dichloromethane, washed with water then with sodium chloride solution, the... Yields the product COC1=C(C(C(C)C)C#N)C=C(C=C1)Cl (2-Methoxy-5-chloro-α-isopropylbenzyl cyanide). Reactants: COC(=O)C1=CC=C(S1)[C@@H]1N(CCC1)C(=O)OC(C)(C)C ((R)-tert-butyl 2-(5-methoxycarbonylthiophen-2-yl)pyrrolidine-1-carboxylate), O.[OH-].[Li+] (lithium hydroxide monohydrate). Solvent: C1CCOC1 (THF), O (water). Reaction conditions: time 8 hour. Product: C(C)(C)(C)OC(=O)N1[C@H](CCC1)C=1SC(=CC1)C(=O)O ((R)-2-(5-carboxythiophen-2-yl)pyrrolidine-1-carboxylic acid tert-butyl ester). As a reaction SMILES: C[O:2][C:3]([C:5]1[S:9][C:8]([C@H:10]2[CH2:14][CH2:13][CH2:12][N:11]2[C:15]([O:17][C:18]([CH3:21])([CH3:20])[CH3:19])=[O:16])=[CH:7][CH:6]=1)=[O:4].O.[OH-].[Li+]>C1COCC1.O>[C:18]([O:17][C:15]([N:11]1[CH2:12][CH2:13][CH2:14][C@@H:10]1[C:8]1[S:9][C:5]([C:3]([OH:4])=[O:2])=[CH:6][CH:7]=1)=[O:16])([CH3:21])([CH3:19])[CH3:20] |f:1.2.3|. Procedure: To a mixture of EXAMPLE 16A (2.8 g) in THF (20 mL) was added lithium hydroxide monohydrate (500 mg) in water (5 mL). The mixture stirred at ambient temperature overnight and partitioned between ethyl acetate and 0.5 M hydrochloric acid. The extract was washed with water, dried over magnesium sulfate, filtered and concentrated.